This data is from the Open Reaction Database (ORD), a public repository of structured organic reaction records. The task is: describe an organic reaction: reactants, conditions, products, and yield The reactants are C(C)(=O)NC1=C(C=CC=C1)C(=O)C1CCCCC1 ((2-acetamidophenyl) cyclohexyl methanone). Solvent: CO (methanol). Conditions: temperature 80 celsius. Yields the product NC1=C(C=CC=C1)C(=O)C1CCCCC1 ((2-Aminophenyl) cyclohexyl methanone). Isolated yield 91.1%. RXN SMILES: C([NH:4][C:5]1[CH:10]=[CH:9][CH:8]=[CH:7][C:6]=1[C:11]([CH:13]1[CH2:18][CH2:17][CH2:16][CH2:15][CH2:14]1)=[O:12])(=O)C>CO>[NH2:4][C:5]1[CH:10]=[CH:9][CH:8]=[CH:7][C:6]=1[C:11]([CH:13]1[CH2:14][CH2:15][CH2:16][CH2:17][CH2:18]1)=[O:12]. Procedure: A solution of (2-acetamidophenyl) cyclohexyl methanone (0.53 g, 2.16 mmol) in methanol (5 ml) and concentrated hydrochloric add (15 ml) was heated at 80° C. for 1 h. After this time the solution was cooled to ambient temperature and the solvents removed in vacuo. The residue was dissolved in water (10 ml) and basified with 4N sodium hydroxide solution (20 ml). The mixture was then extracted into ethyl acetate (4×20 ml) and the organic layers combined and dried (MgSO4). The solvent was evaporated... Starting materials: ClC(Cl)(Cl)Cl, CN(C)C=O, O=C(NC(O)C(Cl)(Cl)Cl)c1ccccc1O, O=S(Cl)Cl. Product: O=C(NC(Cl)C(Cl)(Cl)Cl)c1ccccc1O. RXN SMILES: [C:21]([Cl:22])([Cl:23])([Cl:24])[Cl:25].[CH3:26][N:27]([CH3:28])[CH:29]=[O:30].[OH:5][CH:6]([C:7]([Cl:8])([Cl:9])[Cl:10])[NH:11][C:12]([c:13]1[c:14]([OH:19])[cH:15][cH:16][cH:17][cH:18]1)=[O:20].[S:1]([Cl:2])([Cl:3])=[O:4]>>[CH:6]([C:7]([Cl:8])([Cl:9])[Cl:10])([NH:11][C:12]([c:13]1[c:14]([OH:19])[cH:15][cH:16][cH:17][cH:18]1)=[O:20])[Cl:22]. Reactants: BrC12CCC(CC1)(CC2)CCCCC (1-bromo-4-pentylbicyclo[2.2.2]octane), C1(=CC=CC=C1)C1CCC(CC1)=O (4-phenylcyclohexanone), Cl (hydrochloric acid). The reagents and catalysts are [Fe](Cl)(Cl)Cl (iron(III)chloride). Run in [N+](=O)([O-])C1=CC=CC=C1 (nitrobenzene), [N+](=O)([O-])C1=CC=CC=C1 (nitrobenzene), ClCCl (dichloromethane). Run at temperature 80 celsius, time 20 minute. The product is C(CCCC)C12CCC(CC1)(CC2)C2=CC=C(C=C2)C2CCC(CC2)=O (4-[4-(4-pentylbicyclo[2.2.2]octyl)phenyl]cyclohexanone). Yield: 66.6%. RXN SMILES: Br[C:2]12[CH2:9][CH2:8][C:5]([CH2:10][CH2:11][CH2:12][CH2:13][CH3:14])([CH2:6][CH2:7]1)[CH2:4][CH2:3]2.[C:15]1([CH:21]2[CH2:26][CH2:25][C:24](=[O:27])[CH2:23][CH2:22]2)[CH:20]=[CH:19][CH:18]=[CH:17][CH:16]=1.Cl>[N+](C1C=CC=CC=1)([O-])=O.ClCCl.[Fe](Cl)(Cl)Cl>[CH2:10]([C:5]12[CH2:8][CH2:9][C:2]([C:18]3[CH:19]=[CH:20][C:15]([CH:21]4[CH2:26][CH2:25][C:24](=[O:27])[CH2:23][CH2:22]4)=[CH:16][CH:17]=3)([CH2:3][CH2:4]1)[CH2:7][CH2:6]2)[CH2:11][CH2:12][CH2:13][CH3:14]. Reported procedure: A solution of 1-bromo-4-pentylbicyclo[2.2.2]octane (6 g, 23 mmol) in sieve-dried nitrobenzene (100 cm3) is added dropwise to a stirred solution of 4-phenylcyclohexanone (3.9 g, 23 mmol) and anhydrous iron(III)chloride (1.2 g, 9 mmol) in sieve-dried nitrobenzene (100 cm3) maintained at 80° C. through the addition and overnight. The cooled solution is added to a small volume of hydrochloric acid and stirred for 20 min. The organic layer is separated off and steam-distilled to yield a solid residue... Reactants: COc1cnc2c(c1)N=C(c1ccccc1)c1ccccc1N2CCCN(C)C, CC(=O)O, I. Product: CN(C)CCCN1c2ccccc2C(c2ccccc2)=Nc2cc(O)cnc21. Reaction SMILES: [CH3:1][O:2][c:3]1[cH:4][c:5]2[c:6]([n:28][cH:29]1)[N:7]([CH2:22][CH2:23][CH2:24][N:25]([CH3:26])[CH3:27])[c:8]1[c:9]([cH:18][cH:19][cH:20][cH:21]1)[C:10]([c:12]1[cH:13][cH:14][cH:15][cH:16][cH:17]1)=[N:11]2.[CH3:31][C:32](=[O:33])[OH:34].[IH:30]>>[OH:2][c:3]1[cH:4][c:5]2[c:6]([n:28][cH:29]1)[N:7]([CH2:22][CH2:23][CH2:24][N:25]([CH3:26])[CH3:27])[c:8]1[c:9]([cH:18][cH:19][cH:20][cH:21]1)[C:10]([c:12]1[cH:13][cH:14][cH:15][cH:16][cH:17]1)=[N:11]2. As a reaction SMILES: [CH2:36]([N:37]=[C:38]=[N:39][CH2:40][CH2:41][CH2:42][N:43]([CH3:44])[CH3:45])[CH3:46].[CH3:22][O:23][C:24]([c:25]1[cH:26][cH:27][c:28]([C:29](=[O:30])[OH:31])[cH:32][cH:33]1)=[O:34].[Cl:48][CH2:49][Cl:50].[ClH:35].[ClH:47].[NH2:1][CH:2]1[CH:3]([c:12]2[cH:13][c:14]([O:20][CH3:21])[c:15]([O:18][CH3:19])[cH:16][cH:17]2)[CH2:4][CH:5]([O:8][C:9]([CH3:10])=[O:11])[CH2:6][CH2:7]1>>[NH:1]([CH:2]1[CH:3]([c:12]2[cH:13][c:14]([O:20][CH3:21])[c:15]([O:18][CH3:19])[cH:16][cH:17]2)[CH2:4][CH:5]([O:8][C:9]([CH3:10])=[O:11])[CH2:6][CH2:7]1)[C:29]([c:28]1[cH:27][cH:26][c:25]([C:24]([O:23][CH3:22])=[O:34])[cH:33][cH:32]1)=[O:30]. The product is COC(=O)c1ccc(C(=O)NC2CCC(OC(C)=O)CC2c2ccc(OC)c(OC)c2)cc1. Starting materials: CCN=C=NCCCN(C)C, COC(=O)c1ccc(C(=O)O)cc1, ClCCl, Cl, Cl, COc1ccc(C2CC(OC(C)=O)CCC2N)cc1OC. Starting materials: Cl (HCl), ClC1=NC=NC2=CC(=C(C=C12)OC)OC1CCN(CC1)C(=O)OC(C)(C)C (tert-butyl 4-[(4-chloro-6-methoxyquinazolin-7-yl)oxy]piperidine-1-carboxylate), ClC=1C=C(N)C=CC1F (3-chloro-4-fluoroaniline). The solvent is O1CCOCC1 (Dioxane), C(C)#N (acetonitrile). Conditions: temperature 70 celsius. The product is Cl.ClC=1C=C(C=CC1F)NC1=NC=NC2=CC(=C(C=C12)OC)OC1CCNCC1 (N-(3-chloro-4-fluorophenyl)-6-methoxy-7-(piperidin-4-yloxy)quinazolin-4-amine hydrochloride). Yield: 153.4%. RXN SMILES: Cl.[Cl:2][C:3]1[C:12]2[C:7](=[CH:8][C:9]([O:15][CH:16]3[CH2:21][CH2:20][N:19](C(OC(C)(C)C)=O)[CH2:18][CH2:17]3)=[C:10]([O:13][CH3:14])[CH:11]=2)[N:6]=[CH:5][N:4]=1.[Cl:29][C:30]1[CH:31]=[C:32]([CH:34]=[CH:35][C:36]=1[F:37])[NH2:33]>O1CCOCC1.C(#N)C>[ClH:2].[Cl:29][C:30]1[CH:31]=[C:32]([NH:33][C:3]2[C:12]3[C:7](=[CH:8][C:9]([O:15][CH:16]4[CH2:17][CH2:18][NH:19][CH2:20][CH2:21]4)=[C:10]([O:13][CH3:14])[CH:11]=3)[N:6]=[CH:5][N:4]=2)[CH:34]=[CH:35][C:36]=1[F:37] |f:5.6|. Procedure details: 4.0M HCl in Dioxane (1 ml) was added to a suspension of tert-butyl 4-[(4-chloro-6-methoxyquinazolin-7-yl)oxy]piperidine-1-carboxylate (331 mg, 0.84 mmol) and 3-chloro-4-fluoroaniline (134.5 mg) in acetonitrile (10 ml). The reaction mixture was stirred and heated at 70° C. for 4 hours. The resulting precipitate was filtered hot, washed with acetonitrile and dried under vacuum to give N-(3-chloro-4-fluorophenyl)-6-methoxy-7-(piperidin-4-yloxy)quinazolin-4-amine hydrochloride (566 mg); Mass Spectru... Reactants: C(C(C)=O)OC1=C(C=CC=C1)S(=O)(=O)N (2-(2-propanon-1-yloxy)phenylsulfonamide), C(CO)O (ethylene glycol), C1(=CC=C(C=C1)S(=O)(=O)O)C (p-toluenesulfonic acid), C1(=CC=CC=C1)C (toluene). Solvent: C(C)(=O)OCC (ethyl acetate). The product is CC1(OCCO1)COC1=C(C=CC=C1)S(=O)(=O)N (2-(2-methyl-1,3-dioxolan-2-yl-methoxy)phenylsulfonamide). RXN SMILES: [CH2:1]([O:5][C:6]1[CH:11]=[CH:10][CH:9]=[CH:8][C:7]=1[S:12]([NH2:15])(=[O:14])=[O:13])[C:2](=[O:4])[CH3:3].[CH2:16](O)[CH2:17][OH:18].C1(C)C=CC(S(O)(=O)=O)=CC=1.C1(C)C=CC=CC=1>C(OCC)(=O)C>[CH3:3][C:2]1([CH2:1][O:5][C:6]2[CH:11]=[CH:10][CH:9]=[CH:8][C:7]=2[S:12]([NH2:15])(=[O:14])=[O:13])[O:18][CH2:17][CH2:16][O:4]1. Reported procedure: A mixture of 4.58 g of 2-(2-propanon-1-yloxy)phenylsulfonamide, 2 ml of ethylene glycol, 0.02 g of p-toluenesulfonic acid and 30 ml of toluene is heated for 7 hours to reflux while simultaneously separating the water of reaction. The cooled solution is taken up in 80 ml of ethyl acetate and the organic phase is washed with saturated sodium bicarbonate solution and water, dried and concentrated, affording 5 g of 2-(2-methyl-1,3-dioxolan-2-yl-methoxy)phenylsulfonamide in the form of a yellow visco... Run at time 4 hour. Isolated yield 91.1%. Procedure details: To a solution of 1.364 g (2.97 mmol) of the product from Example 5 in 10 mL of dichloromethane was added 10 mL of trifluoroacetic acid and the mixture was stirred for 4 h at room temperature. The solvent was then concentrated in vacuo and the residue was chromatographed on silica gel eluting with 10-100% ethyl acetate/hexane to provide 1.092 g (73%) of the desired product as a white solid. Electrospray Mass Spec 404.2 (M+H) Reactants: C(C)(C)(C)OC(=O)[C@H]1[C@@H](CCCC1)N(S(=O)(=O)C1=CC=C(C=C1)OC)CC1=CC=CC=C1 ((trans)-2-[Benzyl-(4-methoxybenzenesulfonyl)amino]-cyclohexanecarboxylic acid t-butyl ester), FC(C(=O)O)(F)F (trifluoroacetic acid). RXN SMILES: C([O:5][C:6]([C@@H:8]1[CH2:13][CH2:12][CH2:11][CH2:10][C@H:9]1[N:14]([CH2:26][C:27]1[CH:32]=[CH:31][CH:30]=[CH:29][CH:28]=1)[S:15]([C:18]1[CH:23]=[CH:22][C:21]([O:24][CH3:25])=[CH:20][CH:19]=1)(=[O:17])=[O:16])=[O:7])(C)(C)C.FC(F)(F)C(O)=O>ClCCl>[CH2:26]([N:14]([S:15]([C:18]1[CH:23]=[CH:22][C:21]([O:24][CH3:25])=[CH:20][CH:19]=1)(=[O:17])=[O:16])[C@@H:9]1[CH2:10][CH2:11][CH2:12][CH2:13][C@H:8]1[C:6]([OH:7])=[O:5])[C:27]1[CH:28]=[CH:29][CH:30]=[CH:31][CH:32]=1. Yields the product C(C1=CC=CC=C1)N([C@H]1[C@@H](CCCC1)C(=O)O)S(=O)(=O)C1=CC=C(C=C1)OC ((trans)-2-[Benzyl-(4-methoxy-benzenesulfonyl)-amino]-cyclohexanecarboxylic acid). Solvent: ClCCl (dichloromethane). Reactants: COC(=O)CBr, O=C(c1c[nH]c2cc(Cl)ccc12)C(F)(F)F, [H-], [Na+], CN(C)C=O. The product is COC(=O)Cn1cc(C(=O)C(F)(F)F)c2ccc(Cl)cc21. As a reaction SMILES: [CH3:19][O:20][C:21]([CH2:22][Br:23])=[O:24].[Cl:1][c:2]1[cH:3][cH:4][c:5]2[c:6]([C:11]([C:12]([F:13])([F:14])[F:15])=[O:16])[cH:7][nH:8][c:9]2[cH:10]1.[H-:18].[Na+:17].[O:25]=[CH:26][N:27]([CH3:28])[CH3:29]>>[Cl:1][c:2]1[cH:3][cH:4][c:5]2[c:6]([C:11]([C:12]([F:13])([F:14])[F:15])=[O:16])[cH:7][n:8]([CH2:22][C:21]([O:20][CH3:19])=[O:24])[c:9]2[cH:10]1.